Dataset: the Open Reaction Database (ORD), a public repository of structured organic reaction records. Task: describe an organic reaction: reactants, conditions, products, and yield Procedure: 0.5 g of 4-methyl-5-methyl-4H-[1,2,4]triazole-3-thiol (3.87 mmol) were reacted with 1.34 g of 2-tert-butyl-4-[4-(3-chloro-propyl)-piperazin-1-yl]-6-difluoromethyl-pyrimidine (3.87 mmol) to yield 0.58 g of the title compound. The yield is 31.5%. Reaction SMILES: [CH3:1][N:2]1[C:6]([CH3:7])=[N:5][N:4]=[C:3]1[SH:8].[C:9]([C:13]1[N:18]=[C:17]([N:19]2[CH2:24][CH2:23][N:22]([CH2:25][CH2:26][CH2:27][Cl:28])[CH2:21][CH2:20]2)[CH:16]=[C:15]([CH:29]([F:31])[F:30])[N:14]=1)([CH3:12])([CH3:11])[CH3:10]>>[ClH:28].[C:9]([C:13]1[N:18]=[C:17]([N:19]2[CH2:20][CH2:21][N:22]([CH2:25][CH2:26][CH2:27][S:8][C:3]3[N:2]([CH3:1])[C:6]([CH3:7])=[N:5][N:4]=3)[CH2:23][CH2:24]2)[CH:16]=[C:15]([CH:29]([F:30])[F:31])[N:14]=1)([CH3:10])([CH3:11])[CH3:12] |f:2.3|. The product is Cl.C(C)(C)(C)C1=NC(=CC(=N1)N1CCN(CC1)CCCSC1=NN=C(N1C)C)C(F)F (2-tert-Butyl-4-{4-[3-(4-methyl-5-methyl-4H-[1,2,4]triazol-3-ylsulfanyl)-propyl]-piperazin-1-yl}-6-difluoromethyl-pyrimidine hydrochloride). Reactants: CN1C(=NN=C1C)S (4-methyl-5-methyl-4H-[1,2,4]triazole-3-thiol), C(C)(C)(C)C1=NC(=CC(=N1)N1CCN(CC1)CCCCl)C(F)F (2-tert-butyl-4-[4-(3-chloro-propyl)-piperazin-1-yl]-6-difluoromethyl-pyrimidine). Starting materials: O=C1CCC(=O)N1Br, CCCCCn1c(=O)n2cnnc2c2[nH]cnc21, C1CCOC1. The product is CCCCCn1c(=O)n2cnnc2c2[nH]c(Br)nc21. As a reaction SMILES: [Br:19][N:20]1[C:21](=[O:22])[CH2:23][CH2:24][C:25]1=[O:26].[CH2:1]([CH2:2][CH2:3][CH2:4][CH3:5])[n:6]1[c:7](=[O:18])[n:8]2[c:9]([c:10]3[nH:11][cH:12][n:13][c:14]13)[n:15][n:16][cH:17]2.[CH2:27]1[O:28][CH2:29][CH2:30][CH2:31]1>>[CH2:1]([CH2:2][CH2:3][CH2:4][CH3:5])[n:6]1[c:7](=[O:18])[n:8]2[c:9]([c:10]3[nH:11][c:12]([Br:19])[n:13][c:14]13)[n:15][n:16][cH:17]2. The reactants are [H-].[Na+] (Sodium hydride), FC([C@H](O)C1=CC=C(C=C1)N1C(C2(CCC3(OCCO3)CC2)CC1)=O)(F)F (10-[(R)-4-(2,2,2-trifluoro-1-hydroxy-ethyl)-phenyl]-1,4-dioxa-10-aza-dispiro[4.2.4.2]tetradecan-9-one), ice water, IC (iodomethane). Run in CN(C)C=O (DMF), CN(C)C=O (DMF). Run at temperature 0 celsius, time 45 minute. The product is FC([C@H](OC)C1=CC=C(C=C1)N1C(C2(CCC3(OCCO3)CC2)CC1)=O)(F)F (10-[4-((R)-2,2,2-Trifluoro-1-methoxy-ethyl)-phenyl]-1,4-dioxa-10-aza-dispiro[4.2.4.2]tetradecan-9-one). The yield is 91.3%. RXN SMILES: [H-].[Na+].[F:3][C:4]([F:29])([F:28])[C@@H:5]([C:7]1[CH:12]=[CH:11][C:10]([N:13]2[CH2:26][CH2:25][C:15]3([CH2:24][CH2:23][C:18]4([O:22][CH2:21][CH2:20][O:19]4)[CH2:17][CH2:16]3)[C:14]2=[O:27])=[CH:9][CH:8]=1)[OH:6].I[CH3:31]>CN(C=O)C>[F:29][C:4]([F:3])([F:28])[C@@H:5]([C:7]1[CH:8]=[CH:9][C:10]([N:13]2[CH2:26][CH2:25][C:15]3([CH2:16][CH2:17][C:18]4([O:22][CH2:21][CH2:20][O:19]4)[CH2:23][CH2:24]3)[C:14]2=[O:27])=[CH:11][CH:12]=1)[O:6][CH3:31] |f:0.1|. Reported procedure: Sodium hydride (60% dispersion in mineral oil, 311 mg) was combined with DMF (10 mL) under argon. The suspension was cooled down to 0° C. and a solution of 10-[(R)-4-(2,2,2-trifluoro-1-hydroxy-ethyl)-phenyl]-1,4-dioxa-10-aza-dispiro[4.2.4.2]tetradecan-9-one (1.50 g) in DMF (15 mL) was added dropwise over a period of 10 minutes. The mixture was stirred for 45 minutes at 0° C., then, iodomethane (663 mg) was added dropwise over a period of 10 minutes. The mixture was stirred at 0° C. for 15 minute... Reactants: NC=1SC=C(N1)/C(/C(=O)N[C@H]1[C@@H]2N(C(=C(CS2)C=C)C(=O)[O-])C1=O)=N/O.[NH4+] (Ammonium (Z)-7β-[2-(2-amino-4-thiazolyl)-2-(hydroxyimino)acetamido]-3-vinyl-3-cephem-4carboxylate), O (water), C (charcoal), C(CN(CC(=O)O)CC(=O)O)N(CC(=O)O)CC(=O)O (EDTA). Run in CC(=O)C (acetone). Conditions: temperature -30 celsius, time 30 minute. The product is NC=1SC=C(N1)/C(/C(=O)N[C@H]1[C@@H]2N(C(=C(CS2)C=C)C(=O)O)C1=O)=N/O ((Z)-7β-[2-(2-amino-4-thiazolyl)-2-(hydroxyimino)acetamido]-3-vinyl-3-cephem-4-carboxylic acid). The yield is 31.3%. RXN SMILES: [NH2:1][C:2]1[S:3][CH:4]=[C:5](/[C:7](=[N:25]/[OH:26])/[C:8]([NH:10][C@@H:11]2[C:23](=[O:24])[N:13]3[C:14]([C:20]([O-:22])=[O:21])=[C:15]([CH:18]=[CH2:19])[CH2:16][S:17][C@H:12]23)=[O:9])[N:6]=1.[NH4+].O.C.C(N(CC(O)=O)CC(O)=O)CN(CC(O)=O)CC(O)=O>CC(C)=O>[NH2:1][C:2]1[S:3][CH:4]=[C:5](/[C:7](=[N:25]/[OH:26])/[C:8]([NH:10][C@@H:11]2[C:23](=[O:24])[N:13]3[C:14]([C:20]([OH:22])=[O:21])=[C:15]([CH:18]=[CH2:19])[CH2:16][S:17][C@H:12]23)=[O:9])[N:6]=1 |f:0.1|. Reported procedure: Ammonium (Z)-7β-[2-(2-amino-4-thiazolyl)-2-(hydroxyimino)acetamido]-3-vinyl-3-cephem-4carboxylate (20 gm) was added to a mixture of water (250 ml) and acetone (80 ml) and warmed to 33–35° C. This aqueous solution was treated with activated charcoal and EDTA at 35° C. for 40 minutes. The carbon was filtered and the carbon bed was washed with water (70 ml). This aqueous acetone solution was cooled to −30° C. and a (10%) solution of aqueous sulphuric acid was added rapidly, stirred for 30 minutes a... Starting materials: C([O-])([O-])=O.[K+].[K+] (potassium carbonate), S(=O)(Cl)Cl (Thionyl chloride), OCCCSC=1N(C=CN1)C (2-(3-hydroxypropylthio)-1-methylimidazole), product, ClC1=CC(=C(NC2=NC=NC3=CC(=C(C=C23)OC)O)C=C1)F (4-(4-chloro-2-fluoroanilino)-7-hydroxy-6-methoxyquinazoline). Run in O (water), CN1CCCC1=O (NMP), ClC(Cl)Cl (trichloromethane). Run at temperature 5 celsius, time 1 hour. Yields the product ClC1=CC(=C(NC2=NC=NC3=CC(=C(C=C23)OC)OCCCSC=2N(C=CN2)C)C=C1)F (4-(4-chloro-2-fluoroanilino)-6-methoxy-7-(3-(1-methylimidazol-2-ylthio)propoxy)quinazoline). The yield is 6.1%. As a reaction SMILES: S(Cl)(Cl)=O.[OH:5][CH2:6][CH2:7][CH2:8][S:9][C:10]1[N:11]([CH3:15])[CH:12]=[CH:13][N:14]=1.[Cl:16][C:17]1[CH:36]=[CH:35][C:20]([NH:21][C:22]2[C:31]3[C:26](=[CH:27][C:28](O)=[C:29]([O:32][CH3:33])[CH:30]=3)[N:25]=[CH:24][N:23]=2)=[C:19]([F:37])[CH:18]=1.C(=O)([O-])[O-].[K+].[K+]>ClC(Cl)Cl.CN1C(=O)CCC1.O>[Cl:16][C:17]1[CH:36]=[CH:35][C:20]([NH:21][C:22]2[C:31]3[C:26](=[CH:27][C:28]([O:5][CH2:6][CH2:7][CH2:8][S:9][C:10]4[N:11]([CH3:15])[CH:12]=[CH:13][N:14]=4)=[C:29]([O:32][CH3:33])[CH:30]=3)[N:25]=[CH:24][N:23]=2)=[C:19]([F:37])[CH:18]=1 |f:3.4.5|. Procedure: Thionyl chloride (0.80 ml, 11 mmol) was added to a solution of 2-(3-hydroxypropylthio)-1-methylimidazole (1.25 g, 7.3 mmol) in trichloromethane (25 ml) at 5° C. The mixture was stirred at 5° C. for 1 hour and then at ambient temperature for 2 hours. The volatiles were removed by evaporation, the residue azeotroped with toluene and dried under vacuum to give crude 2-(3-chloropropylthio)-1-methylimidazole hydrochloride (1.0 g) which was used directly. Part of this product (226 mg, 1.0 mmol) was ad... Starting materials: C(C1=CC=CC=C1)(=O)C1=C(C=O)C=CC=C1 (benzoylbenzaldehyde), CO[Si](OCCO[Si](OC)(OC)OC)(OC)OC (1,2-bis-(trimethoxysiloxy)ethane), C(C)OCC (diethyl ether), C(=O)(O)[O-].[Na+] (NaHCO3). Reagents/catalysts: FC(S(=O)(=O)OC[Si](C)(C)C)(F)F (trimethylsilylmethyl trifluoromethanesulphonate), N1=CC=CC=C1 (pyridine). Run in ClCCl (dichloromethane). Conditions: temperature 20 celsius, time 48 hour. Yields the product C(C1=CC=CC=C1)(=O)C=1C=C(C=CC1)C1OCCO1 (2-(3-benzoylphenyl)-1,3-dioxolane). RXN SMILES: [C:1]([C:9]1[CH:16]=[CH:15][CH:14]=[CH:13][C:10]=1C=O)(=[O:8])[C:2]1[CH:7]=[CH:6][CH:5]=[CH:4][CH:3]=1.CO[Si](OC)(OC)[O:20][CH2:21][CH2:22][O:23][Si](OC)(OC)OC.[C:35]([O-])(O)=O.[Na+].C(OCC)C>ClCCl.FC(F)(F)S(OC[Si](C)(C)C)(=O)=O.N1C=CC=CC=1>[C:1]([C:2]1[CH:3]=[C:4]([CH:35]2[O:20][CH2:21][CH2:22][O:23]2)[CH:5]=[CH:6][CH:7]=1)(=[O:8])[C:9]1[CH:10]=[CH:13][CH:14]=[CH:15][CH:16]=1 |f:2.3|. Reported procedure: To a stirred solution of benzoylbenzaldehyde (2 g, 10 mmol) and 1,2-bis-(trimethoxysiloxy)ethane (2.3 g, 11 mmol) in dry dichloromethane (30 cm3) under N2 at room temperature was added trimethylsilylmethyl trifluoromethanesulphonate (5 drops). After stirring at 20° C. for 48 hours, pyridine (3 drops) was added followed by saturated NaHCO3 (20 cm3) and diethyl ether (20 cm3). The resulting mixture was stirred for 30 minutes. The ethereal layer was separated off and the aqueous layer extracted twi... The reactants are C(=O)(O)CCCCCOC1=CC=C(C(=O)N2CCC(CC2)N2C(=O)CCC3=CC=CC=C23)C=C1 (1-{1-[4-(5-carboxypentyloxy)benzoyl]-4-piperidinyl}-3,4-dihydrocarbostyril), NC=1C=NC=CC1N (3,4-diaminopyridine), O=P12OP3(=O)OP(=O)(O1)OP(=O)(O2)O3 (phosphorus pentoxide), CS(=O)(=O)O (methanesulfonic acid), [OH-].[Na+] (sodium hydroxide). The solvent is ice water. The product is N1C(=NC=2C=NC=CC21)C(CCCCOC2=CC=C(C(=O)N1CCC(CC1)N1C(=O)CCC3=CC=CC=C13)C=C2)C(=O)O (1-{1-[4-(5-(imidazo[4,5-c]pyridine-2-yl)carboxypentyloxy)benzoyl]-4-piperidinyl]-3,4-dihydrocarbostyril). RXN SMILES: [C:1]([CH2:4][CH2:5][CH2:6][CH2:7][CH2:8][O:9][C:10]1[CH:34]=[CH:33][C:13]([C:14]([N:16]2[CH2:21][CH2:20][CH:19]([N:22]3[C:32]4[C:27](=[CH:28][CH:29]=[CH:30][CH:31]=4)[CH2:26][CH2:25][C:23]3=[O:24])[CH2:18][CH2:17]2)=[O:15])=[CH:12][CH:11]=1)([OH:3])=[O:2].[NH2:35][C:36]1[CH:37]=[N:38][CH:39]=[CH:40][C:41]=1[NH2:42].O=P12OP3(OP(OP(O3)(O1)=O)(=O)O2)=O.[CH3:57]S(O)(=O)=O.[OH-].[Na+]>>[NH:42]1[C:41]2[CH:40]=[CH:39][N:38]=[CH:37][C:36]=2[N:35]=[C:57]1[CH:4]([C:1]([OH:3])=[O:2])[CH2:5][CH2:6][CH2:7][CH2:8][O:9][C:10]1[CH:34]=[CH:33][C:13]([C:14]([N:16]2[CH2:17][CH2:18][CH:19]([N:22]3[C:32]4[C:27](=[CH:28][CH:29]=[CH:30][CH:31]=4)[CH2:26][CH2:25][C:23]3=[O:24])[CH2:20][CH2:21]2)=[O:15])=[CH:12][CH:11]=1 |f:4.5|. Procedure: To 1-{1-[4-(5-carboxypentyloxy)benzoyl]-4-piperidinyl}-3,4-dihydrocarbostyril (2.00 g) are added 3,4-diaminopyridine (0.47 g), phosphorus pentoxide (1.00 g) and methanesulfonic acid (7.0 ml) and the mixture is stirred with heating at 100°-120° C. for 3 hours. After cooling, the reaction solution is poured into ice-water (30 ml) and the mixture is adjusted to around pH 11 with aqueous sodium hydroxide solution and extracted with dichloromethane. The extract is dried with magnesium sulfate and the...